From a dataset of the Open Reaction Database (ORD), a public repository of structured organic reaction records. describe an organic reaction: reactants, conditions, products, and yield Reactants: Cc1cccc(C)c1C(=O)O, NC1CCCC1N1CCCC1. Product: Cc1cccc(C)c1C(=O)NC1CCCC1N1CCCC1. RXN SMILES: [CH3:12][c:13]1[c:14]([C:15](=[O:16])[OH:17])[c:18]([CH3:22])[cH:19][cH:20][cH:21]1.[N:1]1([CH:6]2[CH:7]([NH2:11])[CH2:8][CH2:9][CH2:10]2)[CH2:2][CH2:3][CH2:4][CH2:5]1>>[N:1]1([CH:6]2[CH:7]([NH:11][C:15]([c:14]3[c:13]([CH3:12])[cH:21][cH:20][cH:19][c:18]3[CH3:22])=[O:16])[CH2:8][CH2:9][CH2:10]2)[CH2:2][CH2:3][CH2:4][CH2:5]1.